Dataset: the Open Reaction Database (ORD), a public repository of structured organic reaction records. Task: describe an organic reaction: reactants, conditions, products, and yield The reactants are C1(CCCC1)Br (Cyclopentyl bromide), C([O-])([O-])=O.[K+].[K+] (potassium carbonate), OC=1C=C(C(=O)O)C=CC1[N+](=O)[O-] (3-hydroxy-4-nitrobenzoic acid). The solvent is CN1C(N(CC1)C)=O (N,N'-dimethylimidazolidinone). Reaction conditions: time 14 hour. Yields the product C1(CCCC1)OC=1C=C(C(=O)OC2CCCC2)C=CC1[N+](=O)[O-] (cyclopentyl 3-cyclopentyloxy-4-nitrobenzoate). Isolated yield 63.9%. RXN SMILES: [CH:1]1(Br)[CH2:5][CH2:4][CH2:3][CH2:2]1.C(=O)([O-])[O-].[K+].[K+].[OH:13][C:14]1[CH:15]=[C:16]([CH:20]=[CH:21][C:22]=1[N+:23]([O-:25])=[O:24])[C:17]([OH:19])=[O:18]>CN1CCN(C)C1=O>[CH:1]1([O:13][C:14]2[CH:15]=[C:16]([CH:20]=[CH:21][C:22]=2[N+:23]([O-:25])=[O:24])[C:17]([O:19][CH:1]2[CH2:5][CH2:4][CH2:3][CH2:2]2)=[O:18])[CH2:5][CH2:4][CH2:3][CH2:2]1 |f:1.2.3|. Reported procedure: Cyclopentyl bromide (20g, 134 mmol) is added slowly (over 30 minutes) to a stirred suspension of potassium carbonate (27.6 g, 200 mmol) in N,N'-dimethylimidazolidinone (75 mL) containing 3-hydroxy-4-nitrobenzoic acid (9.15 g, 50 mmol) at 85° C. and then stirring is continued for 14 hours. The mixture is allowed to cool and then filtered. The filtrate is diluted with water (100 mL) then extracted with toluene (2×100 mL). The combined organic extract is dried over magnesium sulfate and then the so... Starting materials: NC1=NC=C(N=C1)C#N (2-Amino-5-cyanopyrazine), CC(C)([O-])C.[Na+] (sodium tert-butoxide), BrC1=NC=C(C(=C1)NCC1CN(CCC1)C(=O)OC(C)(C)C)[N+](=O)[O-] (tert-butyl 3-((2-bromo-5-nitropyridin-4-ylamino)methyl)piperidine-1-carboxylate), (±)-2,2″-bis(diphenylphosphino)-1,1″-binaphthalene. The reagents and catalysts are C(C)(=O)[O-].[Pd+2].C(C)(=O)[O-] (Palladium (II) acetate). Solvent: CN(C)C=O.C1(=CC=CC=C1)C (DMF toluene). Run at temperature 150 celsius. Product: C(#N)C=1N=CC(=NC1)NC1=NC=C(C(=C1)NCC1CN(CCC1)C(=O)OC(C)(C)C)[N+](=O)[O-] (Tert-butyl 3-((2-(5-cyanopyrazin-2-ylamino)-5-nitropyridin-4-ylamino)methyl)piperidine-1-carboxylate), solid. Yield: 34.0%. As a reaction SMILES: [NH2:1][C:2]1[CH:7]=[N:6][C:5]([C:8]#[N:9])=[CH:4][N:3]=1.CC(C)([O-])C.[Na+].Br[C:17]1[CH:22]=[C:21]([NH:23][CH2:24][CH:25]2[CH2:30][CH2:29][CH2:28][N:27]([C:31]([O:33][C:34]([CH3:37])([CH3:36])[CH3:35])=[O:32])[CH2:26]2)[C:20]([N+:38]([O-:40])=[O:39])=[CH:19][N:18]=1>CN(C=O)C.C1(C)C=CC=CC=1.C([O-])(=O)C.[Pd+2].C([O-])(=O)C>[C:8]([C:5]1[N:6]=[CH:7][C:2]([NH:1][C:17]2[CH:22]=[C:21]([NH:23][CH2:24][CH:25]3[CH2:30][CH2:29][CH2:28][N:27]([C:31]([O:33][C:34]([CH3:35])([CH3:37])[CH3:36])=[O:32])[CH2:26]3)[C:20]([N+:38]([O-:40])=[O:39])=[CH:19][N:18]=2)=[N:3][CH:4]=1)#[N:9] |f:1.2,4.5,6.7.8|. Procedure: Palladium (II) acetate (39 mg, 0.17 mmol) was added to (±)-2,2″-bis(diphenylphosphino)-1,1″-binaphthalene (321 mg, 0.51 mmol) in DMF/toluene (1/1 15 mL) and the resulting mixture was degassed under a stream of nitrogen gas for 10 min. 2-Amino-5-cyanopyrazine (210 mg, 1.7 mmol), sodium tert-butoxide (250 mg, 2.6 mmol) and tert-butyl 3-((2-bromo-5-nitropyridin-4-ylamino)methyl)piperidine-1-carboxylate (713 mg, 1.7 mmol) were added and the mixture was degassed for a further 5 minutes then heated at... Reactants: C1(CCCC1)N1N=C(C2=CC=CC(=C12)C(F)(F)F)C(=O)C1=CC(=CC=C1)OC ([1-cyclopentyl-7-(trifluoromethyl)-1H-indazol-3-yl](3-methoxyphenyl)methanone), B(Br)(Br)Br (Boron tribromide). Solvent: C(Cl)Cl (CH2Cl2). Yields the product C1(CCCC1)N1N=C(C2=CC=CC(=C12)C(F)(F)F)C(=O)C1=CC(=CC=C1)O ([1-cyclopentyl-7-(trifluoromethyl)-1H-indazol-3-yl](3-hydroxyphenyl)methanone). Isolated yield 81.8%. Reaction SMILES: [CH:1]1([N:6]2[C:14]3[C:9](=[CH:10][CH:11]=[CH:12][C:13]=3[C:15]([F:18])([F:17])[F:16])[C:8]([C:19]([C:21]3[CH:26]=[CH:25][CH:24]=[C:23]([O:27]C)[CH:22]=3)=[O:20])=[N:7]2)[CH2:5][CH2:4][CH2:3][CH2:2]1.B(Br)(Br)Br>C(Cl)Cl>[CH:1]1([N:6]2[C:14]3[C:9](=[CH:10][CH:11]=[CH:12][C:13]=3[C:15]([F:17])([F:18])[F:16])[C:8]([C:19]([C:21]3[CH:26]=[CH:25][CH:24]=[C:23]([OH:27])[CH:22]=3)=[O:20])=[N:7]2)[CH2:2][CH2:3][CH2:4][CH2:5]1. Reported procedure: A solution of [1-cyclopentyl-7-(trifluoromethyl)-1H-indazol-3-yl](3-methoxyphenyl)methanone (0.19 g, 0.49 mmol) in 10 mL of CH2Cl2 containing 0.2 mL cyclohexene was cooled to −78° C. under an argon atmosphere. Boron tribromide (0.185 mL, 1.95 mmol) was added in one portion and the reaction mixture was allowed to warm to ambient temperature. The reaction was quenched by the careful addition of methanol. The reaction mixture was partitioned with EtOAc and 1 N HCl. The organic phase was washed with... RXN SMILES: [CH2:1]([O:3][C:4]([CH:6]([C@H:8]1[N:11]([Si](C(C)(C)C)(C)C)[C:10](=[O:19])[C@@H:9]1[C@H:20]([O:22][Si:23]([C:26]([CH3:29])([CH3:28])[CH3:27])([CH3:25])[CH3:24])[CH3:21])[CH3:7])=[O:5])[CH3:2].[F-].C([N+](CCCC)(CCCC)CCCC)CCC>O1CCCC1.C(OCC)(=O)C>[CH2:1]([O:3][C:4]([CH:6]([C@H:8]1[NH:11][C:10](=[O:19])[C@@H:9]1[C@H:20]([O:22][Si:23]([C:26]([CH3:29])([CH3:28])[CH3:27])([CH3:24])[CH3:25])[CH3:21])[CH3:7])=[O:5])[CH3:2] |f:1.2|. Yields the product C(C)OC(=O)C(C)[C@@H]1[C@H](C(N1)=O)[C@@H](C)O[Si](C)(C)C(C)(C)C ((3S,4S)-4-(1-ethoxycarbonylethyl)-3-(1-(R)-t-butyldimethylsilyloxyethyl)-2-azetidinone). Reported procedure: A solution of (3S,4S)-4-(1-ethoxycarbonylethyl)-3-(1-(R)-t-butyldimethylsilyloxyethyl)-1-t-butyldimethylsilyl-2-azetidinone (46.3 g) in dry tetrahydrofuran (60 ml) was treated with a 1M tetrahydrofuran solution of tetra-n-butylammonium fluoride (96 ml) at room temperature for 45 minutes. The reaction mixture was diluted with ethyl acetate (250 ml) and washed with brine (60 ml). The washing was extracted with ethyl acetate (50 ml). The extract and the ethyl acetate layer were combined together, w... The solvent is C(C)(=O)OCC (ethyl acetate), O1CCCC1 (tetrahydrofuran), O1CCCC1 (tetrahydrofuran). The reactants are C(C)OC(=O)C(C)[C@@H]1[C@H](C(N1[Si](C)(C)C(C)(C)C)=O)[C@@H](C)O[Si](C)(C)C(C)(C)C ((3S,4S)-4-(1-ethoxycarbonylethyl)-3-(1-(R)-t-butyldimethylsilyloxyethyl)-1-t-butyldimethylsilyl-2-azetidinone), [F-].C(CCC)[N+](CCCC)(CCCC)CCCC (tetra-n-butylammonium fluoride). The reactants are CC(=O)[O-], CC(=O)O, C[N+](=O)[O-], [NH4+], O=Cc1ccc(CCc2ccccn2)cc1. Yields the product O=[N+]([O-])C=Cc1ccc(CCc2ccccn2)cc1. RXN SMILES: [CH3:22][C:23](=[O:24])[O-:25].[CH3:26][C:27](=[O:28])[OH:29].[N+:17](=[O:18])([O-:19])[CH3:20].[NH4+:21].[n:1]1[c:2]([CH2:7][CH2:8][c:9]2[cH:10][cH:11][c:12]([CH:13]=[O:14])[cH:15][cH:16]2)[cH:3][cH:4][cH:5][cH:6]1>>[n:1]1[c:2]([CH2:7][CH2:8][c:9]2[cH:10][cH:11][c:12]([CH:13]=[CH:20][N+:17](=[O:18])[O-:19])[cH:15][cH:16]2)[cH:3][cH:4][cH:5][cH:6]1.